From a dataset of the Open Reaction Database (ORD), a public repository of structured organic reaction records. describe an organic reaction: reactants, conditions, products, and yield Starting materials: Cc1sc(C=O)cc1Br, Cc1ccccc1, OCCO, Cc1ccc(S(=O)(=O)O)cc1. The product is Cc1sc(C2OCCO2)cc1Br. Reaction SMILES: [Br:1][c:2]1[cH:3][c:4]([CH:8]=[O:9])[s:5][c:6]1[CH3:7].[CH3:25][c:26]1[cH:27][cH:28][cH:29][cH:30][cH:31]1.[OH:10][CH2:11][CH2:12][OH:13].[c:14]1([CH3:15])[cH:16][cH:17][c:18]([S:19]([OH:20])(=[O:21])=[O:22])[cH:23][cH:24]1>>[Br:1][c:2]1[cH:3][c:4]([CH:8]2[O:9][CH2:12][CH2:11][O:10]2)[s:5][c:6]1[CH3:7].